From a dataset of the Open Reaction Database (ORD), a public repository of structured organic reaction records. describe an organic reaction: reactants, conditions, products, and yield Reactants: ClCCl, C=CCc1cc(C(F)(F)F)ccc1C=C, CCCCC. The product is FC(F)(F)c1ccc2c(c1)CC=C2. RXN SMILES: [CH2:1]([Cl:2])[Cl:3].[CH2:4]([CH:5]=[CH2:6])[c:7]1[c:8]([CH:17]=[CH2:18])[cH:9][cH:10][c:11]([C:13]([F:14])([F:15])[F:16])[cH:12]1.[CH3:19][CH2:20][CH2:21][CH2:22][CH3:23]>>[CH2:4]1[c:7]2[c:8]([cH:9][cH:10][c:11]([C:13]([F:14])([F:15])[F:16])[cH:12]2)[CH:17]=[CH:18]1. The reactants are [OH-].[Na+] (NaOH), C[SiH](C1=CC=C(C=C1)[SiH](C)C)C (1,4-bis(dimethylsilyl)benzene), [OH-].[Na+] (NaOH), OP(=O)(O)[O-].[K+] (KH2PO4), [H][H] (hydrogen). Run in O (H2O), O (H2O), CO (CH3OH), O (H2O). Reaction conditions: time 30 minute. The product is O[Si](C1=CC=C(C=C1)[Si](C)(C)O)(C)C (1,4-Bis-(hydroxydimethylsilyl)benzene). Isolated yield 771.8%. RXN SMILES: [CH3:1][SiH:2]([CH3:12])[C:3]1[CH:8]=[CH:7][C:6]([SiH:9]([CH3:11])[CH3:10])=[CH:5][CH:4]=1.[H][H].[OH-:15].[Na+].[OH:17]P([O-])(O)=O.[K+]>O.CO>[OH:15][Si:9]([CH3:11])([CH3:10])[C:6]1[CH:7]=[CH:8][C:3]([Si:2]([OH:17])([CH3:12])[CH3:1])=[CH:4][CH:5]=1 |f:2.3,4.5|. Procedure: Into a flame dried 250 mL three neck round bottom flask equipped with magnetic stirrer and water condenser was added anhydrous ethanol (122 mL) and a small piece of sodium metal under argon. The ethanol was heated to reflux. Then, the 1,4-bis(dimethylsilyl)benzene (100 g, 51.5 mmol) was added dropwise to the reaction flask with stirring over 30 minutes. When hydrogen evolution ceased, the reaction mixture was added with vigorous stirring to a mixture of NaOH (69.45 g), CH3OH (427 mL) and H2O (48... Product: COc1ccc(Br)c(NC(=O)C(C)(C)C)n1. Starting materials: BrCCBr, [Li]CCCC, C1CCOC1, COc1cccc(NC(=O)C(C)(C)C)n1, CCOC(C)=O. As a reaction SMILES: [Br:21][CH2:22][CH2:23][Br:24].[CH2:16]([Li:17])[CH2:18][CH2:19][CH3:20].[CH2:25]1[O:26][CH2:27][CH2:28][CH2:29]1.[CH3:1][C:2]([C:3](=[O:4])[NH:5][c:6]1[n:7][c:8]([O:12][CH3:13])[cH:9][cH:10][cH:11]1)([CH3:14])[CH3:15].[CH3:30][CH2:31][O:32][C:33](=[O:34])[CH3:35]>>[CH3:1][C:2]([C:3](=[O:4])[NH:5][c:6]1[n:7][c:8]([O:12][CH3:13])[cH:9][cH:10][c:11]1[Br:21])([CH3:14])[CH3:15]. Starting materials: O=C(NCc1cc(Cl)cc(Cl)c1)c1nc(Br)c2cccnc2c1O, CN1CCNCC1, CN(C)C=O. Yields the product CN1CCN(c2nc(C(=O)NCc3cc(Cl)cc(Cl)c3)c(O)c3ncccc23)CC1. Reaction SMILES: [Br:1][c:2]1[c:3]2[cH:4][cH:5][cH:6][n:7][c:8]2[c:9]([OH:24])[c:10]([C:12](=[O:13])[NH:14][CH2:15][c:16]2[cH:17][c:18]([Cl:23])[cH:19][c:20]([Cl:22])[cH:21]2)[n:11]1.[CH3:25][N:26]1[CH2:27][CH2:28][NH:29][CH2:30][CH2:31]1.[O:32]=[CH:33][N:34]([CH3:35])[CH3:36]>>[c:2]1([N:29]2[CH2:28][CH2:27][N:26]([CH3:25])[CH2:31][CH2:30]2)[c:3]2[cH:4][cH:5][cH:6][n:7][c:8]2[c:9]([OH:24])[c:10]([C:12](=[O:13])[NH:14][CH2:15][c:16]2[cH:17][c:18]([Cl:23])[cH:19][c:20]([Cl:22])[cH:21]2)[n:11]1. Reaction SMILES: [CH3:32][NH2:33].[ClH:1].[F:2][c:3]1[cH:4][c:5]([C:9]([CH:10]([CH2:11][NH:12][CH3:13])[OH:14])([c:15]2[cH:16][cH:17][cH:18][cH:19][cH:20]2)[n:21]2[cH:22][cH:23][c:24]3[cH:25][cH:26][c:27]([O:30][CH3:31])[cH:28][c:29]23)[cH:6][cH:7][cH:8]1>>[ClH:1].[F:2][c:3]1[cH:4][c:5]([CH:9]([CH:10]([CH2:11][NH:12][CH3:13])[OH:14])[n:21]2[cH:22][cH:23][c:24]3[cH:25][cH:26][c:27]([O:30][CH3:31])[cH:28][c:29]23)[cH:6][cH:7][cH:8]1. Reactants: CN, Cl, CNCC(O)C(c1ccccc1)(c1cccc(F)c1)n1ccc2ccc(OC)cc21. Product: Cl, CNCC(O)C(c1cccc(F)c1)n1ccc2ccc(OC)cc21. Reactants: ClC=1C(=C(C=O)C=CC1)F (3-chloro-2-fluorobenzaldehyde), C[O-].[Na+] (sodium methoxide), FC1=CC=C(C=C1)CC#N (4-fluorophenylacetonitrile). Run in CO (methanol). Yields the product ClC=1C(=C(C=CC1)\C=C(/C#N)\C1=CC=C(C=C1)F)F ((Z)-3-(3-chloro-2-fluoro-phenyl)-2-(4-fluoro-phenyl)-acrylonitrile). Yield: 79.5%. As a reaction SMILES: [F:1][C:2]1[CH:7]=[CH:6][C:5]([CH2:8][C:9]#[N:10])=[CH:4][CH:3]=1.[Cl:11][C:12]1[C:13]([F:20])=[C:14]([CH:17]=[CH:18][CH:19]=1)[CH:15]=O.C[O-].[Na+]>CO>[Cl:11][C:12]1[C:13]([F:20])=[C:14](/[CH:15]=[C:8](/[C:5]2[CH:6]=[CH:7][C:2]([F:1])=[CH:3][CH:4]=2)\[C:9]#[N:10])[CH:17]=[CH:18][CH:19]=1 |f:2.3|. Procedure: In a manner similar to the method described in Example 1b, 4-fluorophenylacetonitrile (Aldrich) (3.5 g, 26 mmol) was reacted with 3-chloro-2-fluorobenzaldehyde (5.3 g, 34 mmol), methanolic solution (25 wt %) of sodium methoxide (15 mL, 66 mmol) in methanol (200 mL) at 50° C. for 3 h to give (Z)-3-(3-chloro-2-fluoro-phenyl)-2-(4-fluoro-phenyl)-acrylonitrile as a white powder (5.7 g, 80%). Reactants: Cl (HCl), C(C)OC(=O)C=1OC2=C(C1C)C(=CC=C2)OCCCBr (4-(3-Bromo-propoxy)-3-methyl-benzofuran-2-carboxylic acid ethyl ester), O[Li].O (LiOH.H2O), O (water). Run in C1CCOC1 (THF), CO (MeOH). Conditions: temperature 0 celsius, time 7 hour. Product: BrCCCOC1=CC=CC2=C1C(=C(O2)C(=O)O)C (4-(3-bromo-propoxy)-3-methyl-benzofuran-2-carboxylic acid). The yield is 112.9%. Reaction SMILES: C([O:3][C:4]([C:6]1[O:7][C:8]2[CH:15]=[CH:14][CH:13]=[C:12]([O:16][CH2:17][CH2:18][CH2:19][Br:20])[C:9]=2[C:10]=1[CH3:11])=[O:5])C.O[Li].O.O.Cl>C1COCC1.CO>[Br:20][CH2:19][CH2:18][CH2:17][O:16][C:12]1[C:9]2[C:10]([CH3:11])=[C:6]([C:4]([OH:5])=[O:3])[O:7][C:8]=2[CH:15]=[CH:14][CH:13]=1 |f:1.2|. Procedure: 4-(3-Bromo-propoxy)-3-methyl-benzofuran-2-carboxylic acid ethyl ester (27.3 g), the compound in Example 5-a, was dissolved in THF (546 ml) and cooled at 0° C. To the solution were added LiOH.H2O (6.72 g), water (410 ml) and MeOH (135 ml). The mixture was stirred at room temperature for seven hours. To the reaction mixture was added 1N-HCl (133 ml). After evaporating the organic solvent, the mixture was mixed with ethyl acetate (1,400 ml). The organic layer was dried over anhydrous sodium sulfate...